This data is from the Open Reaction Database (ORD), a public repository of structured organic reaction records. The task is: describe an organic reaction: reactants, conditions, products, and yield Starting materials: c1ccc(CCC2CCCNC2)cc1, O=C(O)C1(c2ccc(Cl)cc2)CCC1, ClCCl. The product is O=C(N1CCCC(CCc2ccccc2)C1)C1(c2ccc(Cl)cc2)CCC1. Reaction SMILES: [CH2:1]([CH2:2][c:3]1[cH:4][cH:5][cH:6][cH:7][cH:8]1)[CH:9]1[CH2:10][NH:11][CH2:12][CH2:13][CH2:14]1.[Cl:15][c:16]1[cH:17][cH:18][c:19]([C:22]2([C:26](=[O:27])[OH:28])[CH2:23][CH2:24][CH2:25]2)[cH:20][cH:21]1.[Cl:29][CH2:30][Cl:31]>>[CH2:1]([CH2:2][c:3]1[cH:4][cH:5][cH:6][cH:7][cH:8]1)[CH:9]1[CH2:10][N:11]([C:26]([C:22]2([c:19]3[cH:18][cH:17][c:16]([Cl:15])[cH:21][cH:20]3)[CH2:23][CH2:24][CH2:25]2)=[O:27])[CH2:12][CH2:13][CH2:14]1. The reactants are CC(C)(C)OC(=O)N1CCCCC1C(=O)Nc1ccc(C#Cc2cn(CCO)nc2-c2cc(Cl)ccc2O)cc1, ClCCl, O=C(O)C(F)(F)F. Product: O=C(Nc1ccc(C#Cc2cn(CCO)nc2-c2cc(Cl)ccc2O)cc1)C1CCCCN1. Reaction SMILES: [C:1]([O:2][C:3](=[O:4])[N:8]1[CH:9]([C:14]([NH:15][c:16]2[cH:17][cH:18][c:19]([C:22]#[C:23][c:24]3[c:25](-[c:32]4[c:33]([OH:39])[cH:34][cH:35][c:36]([Cl:38])[cH:37]4)[n:26][n:27]([CH2:29][CH2:30][OH:31])[cH:28]3)[cH:20][cH:21]2)=[O:40])[CH2:10][CH2:11][CH2:12][CH2:13]1)([CH3:5])([CH3:6])[CH3:7].[Cl:48][CH2:49][Cl:50].[F:41][C:42]([F:43])([F:44])[C:45]([OH:46])=[O:47]>>[NH:8]1[CH:9]([C:14]([NH:15][c:16]2[cH:17][cH:18][c:19]([C:22]#[C:23][c:24]3[c:25](-[c:32]4[c:33]([OH:39])[cH:34][cH:35][c:36]([Cl:38])[cH:37]4)[n:26][n:27]([CH2:29][CH2:30][OH:31])[cH:28]3)[cH:20][cH:21]2)=[O:40])[CH2:10][CH2:11][CH2:12][CH2:13]1.